This data is from the Open Reaction Database (ORD), a public repository of structured organic reaction records. The task is: describe an organic reaction: reactants, conditions, products, and yield Starting materials: CCOC(OCC)N1C(=O)Cc2cc(Br)ccc21, C1CCOC1, COCCOc1cc2ncnc(Cl)c2cc1OC, [H-], [Na+]. The product is CCOC(OCC)N1C(=O)C(c2ncnc3cc(OCCOC)c(OC)cc23)c2cc(Br)ccc21. As a reaction SMILES: [Br:1][c:2]1[cH:3][c:4]2[c:8]([cH:9][cH:10]1)[N:7]([CH:11]([O:12][CH2:13][CH3:14])[O:15][CH2:16][CH3:17])[C:6](=[O:18])[CH2:5]2.[CH2:39]1[O:40][CH2:41][CH2:42][CH2:43]1.[Cl:21][c:22]1[n:23][cH:24][n:25][c:26]2[cH:27][c:28]([O:34][CH2:35][CH2:36][O:37][CH3:38])[c:29]([O:32][CH3:33])[cH:30][c:31]12.[H-:19].[Na+:20]>>[Br:1][c:2]1[cH:3][c:4]2[c:8]([cH:9][cH:10]1)[N:7]([CH:11]([O:12][CH2:13][CH3:14])[O:15][CH2:16][CH3:17])[C:6](=[O:18])[CH:5]2[c:22]1[n:23][cH:24][n:25][c:26]2[cH:27][c:28]([O:34][CH2:35][CH2:36][O:37][CH3:38])[c:29]([O:32][CH3:33])[cH:30][c:31]12. Reactants: ClC1=C(C(=O)NC2=CC=C(C=C2)C(=O)NC(C(C)=O)C2=CC=CC=C2)C=CC=C1 (2-chloro-N-(4-(((2-oxo-1-phenylpropyl)amino)carbonyl)phenyl)benzamide), P(=O)(Cl)(Cl)Cl (phosphoryl trichloride), C([O-])(O)=O.[Na+] (sodium bicarbonate). The solvent is N1=CC=CC=C1 (pyridine). Run at time 30 minute. Yields the product ClC1=C(C(=O)NC2=CC=C(C=C2)C=2OC(=C(N2)C2=CC=CC=C2)C)C=CC=C1 (2-chloro-N-(4-(5-methyl-4-phenyloxazol-2-yl)phenyl)benzamide). As a reaction SMILES: [Cl:1][C:2]1[CH:29]=[CH:28][CH:27]=[CH:26][C:3]=1[C:4]([NH:6][C:7]1[CH:12]=[CH:11][C:10]([C:13]([NH:15][CH:16]([C:20]2[CH:25]=[CH:24][CH:23]=[CH:22][CH:21]=2)[C:17](=O)[CH3:18])=[O:14])=[CH:9][CH:8]=1)=[O:5].P(Cl)(Cl)(Cl)=O.C(=O)(O)[O-].[Na+]>N1C=CC=CC=1>[Cl:1][C:2]1[CH:29]=[CH:28][CH:27]=[CH:26][C:3]=1[C:4]([NH:6][C:7]1[CH:8]=[CH:9][C:10]([C:13]2[O:14][C:17]([CH3:18])=[C:16]([C:20]3[CH:25]=[CH:24][CH:23]=[CH:22][CH:21]=3)[N:15]=2)=[CH:11][CH:12]=1)=[O:5] |f:2.3|. Reported procedure: a solution of 2-chloro-N-(4-(((2-oxo-1-phenylpropyl)amino)carbonyl)phenyl)benzamide (90 mg, 221 μmol) and phosphoryl trichloride (1.5 mL, 16093 μmol) in 2 mL pyridine was heated in a 70° C. oil bath. After 2 hours the reaction was poured into 10 mL saturated aqueous sodium bicarbonate solution and stirred vigorously for 30 minutes. The aqueous mixture was extracted with 25 mL ethyl acetate. The organic extract was washed with 10 mL each water then brine. The organic layer was stirred over magnes... The reactants are C(C1=CC=CC=C1)OC1=C(N=C2N(C1=O)C=C(S2)C)C(=O)O (6-benzyloxy-2-methyl-5-oxo-5H-thiazolo[3,2-a]pyrimidine-7-carboxylic acid), Cl.NCC(CC1=CC=C(C=C1)F)=O (1-amino-3-(4-fluoro-phenyl)-propan-2-one hydrochloride), CCN=C=NCCCN(C)C.Cl (EDCI.HCl), C=1C=CC2=C(C1)N=NN2O (HOBt), TEA, C([O-])(O)=O.[Na+] (sodium bicarbonate). Conditions: time 8 hour. Product: FC1=CC=C(C=C1)CC(CNC(=O)C=1N=C2N(C(C1OCC1=CC=CC=C1)=O)C=C(S2)C)=O (6-benzyloxy-2-methyl-5-oxo-5H-thiazolo[3,2-a]pyrimidine-7-carboxylic acid [3-(4-fluoro-phenyl)-2-oxo-propyl]-amide). Reaction SMILES: [CH2:1]([O:8][C:9]1[C:14](=[O:15])[N:13]2[CH:16]=[C:17]([CH3:19])[S:18][C:12]2=[N:11][C:10]=1[C:20](O)=[O:21])[C:2]1[CH:7]=[CH:6][CH:5]=[CH:4][CH:3]=1.Cl.[NH2:24][CH2:25][C:26](=[O:35])[CH2:27][C:28]1[CH:33]=[CH:32][C:31]([F:34])=[CH:30][CH:29]=1.CCN=C=NCCCN(C)C.Cl.C1C=CC2N(O)N=NC=2C=1.C(=O)(O)[O-].[Na+]>C1COCC1>[F:34][C:31]1[CH:30]=[CH:29][C:28]([CH2:27][C:26](=[O:35])[CH2:25][NH:24][C:20]([C:10]2[N:11]=[C:12]3[S:18][C:17]([CH3:19])=[CH:16][N:13]3[C:14](=[O:15])[C:9]=2[O:8][CH2:1][C:2]2[CH:3]=[CH:4][CH:5]=[CH:6][CH:7]=2)=[O:21])=[CH:33][CH:32]=1 |f:1.2,3.4,6.7|. Run in C1CCOC1 (THF). Procedure details: To a solution of the product of example 1 (2.4 mmol) in THF (10 ml) was added compound 1-amino-3-(4-fluoro-phenyl)-propan-2-one hydrochloride (1.0 g, 4.9 mmol), EDCI.HCl (560 mg, 2.9 mmol), HOBt (400 mg, 2.9 mmol) and TEA (1 g, 9.9 mmol), successively at room temperature. The mixture was stirred overnight, after which saturated sodium bicarbonate was added and then extracted with ethyl acetate. The extracts were combined, washed with brine, and then dried over sodium sulfate. The product was pur... Reactants: BrCC1CO1, CC(=O)c1cc(Br)cc(F)c1O, CCOC(C)=O, [K+], [K+], O=C([O-])[O-], CN(C)C=O, O. Yields the product CC(=O)c1cc(Br)cc(F)c1OCC1CO1. RXN SMILES: [Br:13][CH2:14][CH:15]1[CH2:16][O:17]1.[Br:1][c:2]1[cH:3][c:4]([F:12])[c:5]([OH:11])[c:6]([C:8]([CH3:9])=[O:10])[cH:7]1.[CH3:30][CH2:31][O:32][C:33]([CH3:34])=[O:35].[K+:18].[K+:19].[O-:20][C:21]([O-:22])=[O:23].[O:25]=[CH:26][N:27]([CH3:28])[CH3:29].[OH2:24]>>[Br:1][c:2]1[cH:3][c:4]([F:12])[c:5]([O:11][CH2:14][CH:15]2[CH2:16][O:17]2)[c:6]([C:8]([CH3:9])=[O:10])[cH:7]1. Starting materials: C1(CC1)C(=O)Cl (cyclopropanecarbonyl chloride), COCC1(CCN(CC1)CCC1=CC=CC=C1)NC1=CC=CC=C1 (4-(methoxymethyl)-N-phenyl-1-(2-phenylethyl)-4-piperidinamine). The solvent is CC1=CC=CC=C1 (methylbenzene), CC1=CC=CC=C1 (methylbenzene). The product is Cl.COCC1(CCN(CC1)CCC1=CC=CC=C1)N(C(=O)C1CC1)C1=CC=CC=C1 (N-[4-(methoxymethyl)-1-(2-phenylethyl)-4-piperidinyl]-N-phenylcyclopropanecarboxamide hydrochloride). Reaction SMILES: [CH3:1][O:2][CH2:3][C:4]1([NH:18][C:19]2[CH:24]=[CH:23][CH:22]=[CH:21][CH:20]=2)[CH2:9][CH2:8][N:7]([CH2:10][CH2:11][C:12]2[CH:17]=[CH:16][CH:15]=[CH:14][CH:13]=2)[CH2:6][CH2:5]1.[CH:25]1([C:28]([Cl:30])=[O:29])[CH2:27][CH2:26]1>CC1C=CC=CC=1>[ClH:30].[CH3:1][O:2][CH2:3][C:4]1([N:18]([C:19]2[CH:20]=[CH:21][CH:22]=[CH:23][CH:24]=2)[C:28]([CH:25]2[CH2:27][CH2:26]2)=[O:29])[CH2:9][CH2:8][N:7]([CH2:10][CH2:11][C:12]2[CH:13]=[CH:14][CH:15]=[CH:16][CH:17]=2)[CH2:6][CH2:5]1 |f:3.4|. Reported procedure: To a stirred mixture of 3.25 parts of 4-(methoxymethyl)-N-phenyl-1-(2-phenylethyl)-4-piperidinamine and 36 parts of dry methylbenzene is added a mixture of 1.25 parts of cyclopropanecarbonyl chloride and 9 parts of dry methylbenzene at room temperature. The whole is stirred and refluxed for 3 hours. The reaction mixture is filtered hot and upon cooling, the product is allowed to crystallize from the filtrate. It is filtered off, washed with 2,2'-oxybispropane and dried, yielding N-[4-(methoxymet... Starting materials: Clc1ccc(CBr)cc1, CCOC(=O)CC(=O)CC, CC(C)(C)[O-], CC(C)(C)O, [K+], C1CCOC1, O. Product: CCOC(=O)C(Cc1ccc(Cl)cc1)C(=O)CC. Reaction SMILES: [Br:22][CH2:23][c:24]1[cH:25][cH:26][c:27]([Cl:30])[cH:28][cH:29]1.[CH2:12]([CH3:13])[O:14][C:15]([CH2:16][C:17]([CH2:18][CH3:19])=[O:20])=[O:21].[CH3:1][C:2]([CH3:3])([O-:4])[CH3:5].[CH3:7][C:8]([OH:9])([CH3:10])[CH3:11].[K+:6].[O:31]1[CH2:32][CH2:33][CH2:34][CH2:35]1.[OH2:36]>>[CH2:12]([CH3:13])[O:14][C:15]([CH:16]([C:17]([CH2:18][CH3:19])=[O:20])[CH2:23][c:24]1[cH:25][cH:26][c:27]([Cl:30])[cH:28][cH:29]1)=[O:21].